Task: describe an organic reaction: reactants, conditions, products, and yield. Dataset: the Open Reaction Database (ORD), a public repository of structured organic reaction records The product is CCOc1ccn(Cc2c(-c3ccc(Cl)cc3)nc3ccccn23)c(=O)n1. As a reaction SMILES: [CH3:53][CH2:54][O-:55].[CH3:57][CH2:58][OH:59].[Cl:1][c:2]1[cH:3][cH:4][c:5](-[c:8]2[n:9][c:10]3[n:11]([cH:12][cH:13][cH:14][cH:15]3)[c:16]2[CH2:17][n:18]2[c:19](=[O:27])[n:20][c:21]([NH:24][CH2:25][CH3:26])[cH:22][cH:23]2)[cH:6][cH:7]1.[Cl:28][c:29]1[cH:30][cH:31][n:32]([CH2:33][c:34]2[n:35]3[cH:36][cH:37][cH:38][cH:39][c:40]3[n:41][c:42]2-[c:43]2[cH:44][cH:45][c:46]([Cl:47])[cH:48][cH:49]2)[c:50](=[O:51])[n:52]1.[Na+:56]>>[Cl:1][c:2]1[cH:3][cH:4][c:5](-[c:8]2[n:9][c:10]3[n:11]([cH:12][cH:13][cH:14][cH:15]3)[c:16]2[CH2:17][n:18]2[c:19](=[O:27])[n:20][c:21]([O:55][CH2:54][CH3:53])[cH:22][cH:23]2)[cH:6][cH:7]1. The reactants are CC[O-], CCO, CCNc1ccn(Cc2c(-c3ccc(Cl)cc3)nc3ccccn23)c(=O)n1, O=c1nc(Cl)ccn1Cc1c(-c2ccc(Cl)cc2)nc2ccccn12, [Na+]. The reactants are [OH-].[Na+] (sodium hydroxide), CC(CC)O (2-butanol), OC1=C(C=C(C=C1C(C)(C1=CC=CC=C1)C1=CC=CC=C1)C(C)(C)C)N1N=C2C(=[N+]1[O-])C=CC=C2 (2-[2-Hydroxy-3-( 1,1-diphenylethyl)-5-tert-butyl-phenyl]-2H-benzotriazole N-Oxide). The reagents and catalysts are ClC=1C(C2=CC=CC=C2C(C1Cl)=O)=O (2,3-dichloro-1,4-naphthoquinone). Run in CC(CC)=O (2-butanone). Run at temperature 82 celsius. The product is OC1=C(C=C(C=C1C(C)(C1=CC=CC=C1)C1=CC=CC=C1)C(C)(C)C)N1N=C2C(=N1)C=CC=C2 (2-[2-Hydroxy-3-(1,1-diphenylethyl)-5-tert-butylphenyl]-2H-benzotriazole). Yield: 96.7%. Reaction SMILES: [OH-].[Na+].CC(O)CC.[OH:8][C:9]1[C:14]([C:15]([C:23]2[CH:28]=[CH:27][CH:26]=[CH:25][CH:24]=2)([C:17]2[CH:22]=[CH:21][CH:20]=[CH:19][CH:18]=2)[CH3:16])=[CH:13][C:12]([C:29]([CH3:32])([CH3:31])[CH3:30])=[CH:11][C:10]=1[N:33]1[N+:37]([O-])=[C:36]2[CH:39]=[CH:40][CH:41]=[CH:42][C:35]2=[N:34]1>ClC1C(=O)C2C(C(=O)C=1Cl)=CC=CC=2.CC(=O)CC>[OH:8][C:9]1[C:14]([C:15]([C:23]2[CH:28]=[CH:27][CH:26]=[CH:25][CH:24]=2)([C:17]2[CH:18]=[CH:19][CH:20]=[CH:21][CH:22]=2)[CH3:16])=[CH:13][C:12]([C:29]([CH3:30])([CH3:31])[CH3:32])=[CH:11][C:10]=1[N:33]1[N:37]=[C:36]2[CH:39]=[CH:40][CH:41]=[CH:42][C:35]2=[N:34]1 |f:0.1|. Reported procedure: To a 500 mL three-necked flask fitted with a mechanical stirrer, 3 g of sodium hydroxide pellets and 50 mL of 2-butanol are charged and heated to 82° C. To this solution, a slurry of 200 mL of 2-butanone, 15 g of the benzotriazole N-oxide prepared in Example 4, and 0.67 g of 2,3-dichloro-1,4-naphthoquinone is added over 40 minutes. The mixture is refluxed at 88° C. for five hours while distilling off 2-butanone. Additional 2-butanol (50 mL) is added to replace what is lost during distillation of...